This data is from the Open Reaction Database (ORD), a public repository of structured organic reaction records. The task is: describe an organic reaction: reactants, conditions, products, and yield RXN SMILES: [C:19](=[O:20])([O-:21])[O-:22].[CH3:26][N:27]([CH3:28])[CH:29]=[O:30].[F:11][C:12](=[C:13]([CH2:14][CH2:15][Br:16])[F:17])[F:18].[K+:23].[K+:24].[OH2:25].[s:1]1[c:2]([SH:10])[n:3][c:4]2[n:5][cH:6][cH:7][cH:8][c:9]12>>[s:1]1[c:2]([S:10][CH2:15][CH2:14][C:13](=[C:12]([F:11])[F:18])[F:17])[n:3][c:4]2[n:5][cH:6][cH:7][cH:8][c:9]12. Reactants: O=C([O-])[O-], CN(C)C=O, FC(F)=C(F)CCBr, [K+], [K+], O, Sc1nc2ncccc2s1. Yields the product FC(F)=C(F)CCSc1nc2ncccc2s1. Reactants: CC1=CSC2=NC(=C(C(=C21)C2=CC=C(C=C2)C)C(C(=O)OC)CCC)C (methyl 2-(3,6-dimethyl-4-p-tolylthieno[2,3-b]pyridin-5-yl)pentanoate), [OH-].[Na+] (sodium hydroxide). Solvent: CO (methanol), C(C)O (ethanol). Product: CC1=CSC2=NC(=C(C(=C21)C2=CC=C(C=C2)C)C(C(=O)O)CCC)C (2-(3,6-Dimethyl-4-p-tolylthieno[2,3-b]pyridin-5-yl)pentanoic acid). Yield: 62.1%. RXN SMILES: [CH3:1][C:2]1[C:10]2[C:5](=[N:6][C:7]([CH3:26])=[C:8]([CH:18]([CH2:23][CH2:24][CH3:25])[C:19]([O:21]C)=[O:20])[C:9]=2[C:11]2[CH:16]=[CH:15][C:14]([CH3:17])=[CH:13][CH:12]=2)[S:4][CH:3]=1.[OH-].[Na+]>CO.C(O)C>[CH3:1][C:2]1[C:10]2[C:5](=[N:6][C:7]([CH3:26])=[C:8]([CH:18]([CH2:23][CH2:24][CH3:25])[C:19]([OH:21])=[O:20])[C:9]=2[C:11]2[CH:12]=[CH:13][C:14]([CH3:17])=[CH:15][CH:16]=2)[S:4][CH:3]=1 |f:1.2|. Reported procedure: To a solution of methyl 2-(3,6-dimethyl-4-p-tolylthieno[2,3-b]pyridin-5-yl)pentanoate (0.087 g; 0.237 mmol) in methanol (5 mL) and ethanol (2.6 mL) was added a 5% sodium hydroxide solution (6.8 mL; 8.500 mmol). The reaction mixture was heated under reflux for 5 h. After cooling to room temperature, the reaction mixture was concentrated under reduced pressure. The residue was suspended in water, acidified with 1N HCl (pH˜2) and extracted with ethyl acetate. The organic layer was washed with water... Reactants: COC1=C(C(=O)N2CCC3(N[C@H](C(N3)=O)CCSC)CC2)C=CC(=C1)OC (8-(2,4-dimethoxybenzoyl)-3-(S)-(2-methylsulfanylethyl)-1,4,8-triazaspiro[4,5]decan-2-one), [H-].[Na+] (sodium hydride), [NH4+].[Cl-] (NH4Cl), FC1=CC=C(CCl)C=C1 (4-fluorobenzyl chloride). The solvent is CN(C)C=O (DMF). Reaction conditions: time 1 hour. Yields the product C(C1=CC=CC=C1)N1C([C@@H](NC12CCN(CC2)C(C2=C(C=C(C=C2)OC)OC)=O)CCSC)=O (1-benzyl-8-(2,4-dimethoxybenzoyl)-3-(S)-(2-methylsulfanylethyl)-1,4,8-triazaspiro[4,5]decan-2-one). As a reaction SMILES: [CH3:1][O:2][C:3]1[CH:25]=[C:24]([O:26][CH3:27])[CH:23]=[CH:22][C:4]=1[C:5]([N:7]1[CH2:21][CH2:20][C:10]2([NH:14][C:13](=[O:15])[C@H:12]([CH2:16][CH2:17][S:18][CH3:19])[NH:11]2)[CH2:9][CH2:8]1)=[O:6].[H-].[Na+].F[C:31]1[CH:38]=[CH:37][C:34]([CH2:35]Cl)=[CH:33][CH:32]=1.[NH4+].[Cl-]>CN(C=O)C>[CH2:35]([N:14]1[C:10]2([CH2:20][CH2:21][N:7]([C:5](=[O:6])[C:4]3[CH:22]=[CH:23][C:24]([O:26][CH3:27])=[CH:25][C:3]=3[O:2][CH3:1])[CH2:8][CH2:9]2)[NH:11][C@@H:12]([CH2:16][CH2:17][S:18][CH3:19])[C:13]1=[O:15])[C:34]1[CH:37]=[CH:38][CH:31]=[CH:32][CH:33]=1 |f:1.2,4.5|. Procedure: To a solution of 8-(2,4-dimethoxybenzoyl)-3-(S)-(2-methylsulfanylethyl)-1,4,8-triazaspiro[4,5]decan-2-one (400 mg, 1.0 mmol) in 10 mL of DMF there was added sodium hydride (40 mg, 1.5 mmol) at RT and under a blanket of nitrogen. Following stirring over a period of 1 h at RT, 4-fluorobenzyl chloride (160 mg, 1.1 mmol) was slowly added dropwise and the mixture was then heated for 30 min in a microwave oven at 100° C. Following the addition of an aqueous saturated NH4Cl solution (15 mL), the mixtur... Reactants: NC1=C(C=C(C=C1)C1=C(C=CC(=C1)C)S(=O)C1=C(C=C(C=C1)C)C1=CC(=C(C=C1)N)[N+](=O)[O-])[N+](=O)[O-] ((4-amino-3-nitrophenyl)-4-methylphenyl sulfoxide), ClC1=C(C=C(C=C1)S(=O)C1=CC=C(C=C1)C1=CC=CC=C1)[N+](=O)[O-] (4-(4-chloro-3-nitrophenylsulfinyl)-biphenyl). The product is NC=1C=C(C=CC1Cl)S(=O)C1=CC=C(C=C1)C1=CC=CC=C1 (4-(3-Amino-4-chlorophenylsulfinyl)-biphenyl). The yield is 85.0%. RXN SMILES: NC1C=CC(C2C=C(C)C=CC=2S(C2C=CC(C)=CC=2C2C=CC(N)=C([N+]([O-])=O)C=2)=O)=CC=1[N+]([O-])=O.[Cl:37][C:38]1[CH:43]=[CH:42][C:41]([S:44]([C:46]2[CH:51]=[CH:50][C:49]([C:52]3[CH:57]=[CH:56][CH:55]=[CH:54][CH:53]=3)=[CH:48][CH:47]=2)=[O:45])=[CH:40][C:39]=1[N+:58]([O-])=O>>[NH2:58][C:39]1[CH:40]=[C:41]([S:44]([C:46]2[CH:51]=[CH:50][C:49]([C:52]3[CH:57]=[CH:56][CH:55]=[CH:54][CH:53]=3)=[CH:48][CH:47]=2)=[O:45])[CH:42]=[CH:43][C:38]=1[Cl:37]. Procedure: Following the procedure described in Example 2 but using as a starting material instead of (4-amino-3-nitrophenyl)-4-methylphenyl sulfoxide a corresponding amount of 4-(4-chloro-3-nitrophenylsulfinyl)-biphenyl, the title compound is obtained. The reactants are O1CCN(CC1)C=1OC2=C(C=CC=C2C(C1)=O)C1=CC=CC=C1 (2-morpholino-8-phenyl-4H-chromen-4-one), COC(Cl)Cl (dichloromethyl methyl ether). Reaction conditions: temperature 80 celsius. Product: [Cl-].ClC1=CC(=[O+]C2=C(C=CC=C12)C1=CC=CC=C1)N1CCOCC1 (4-chloro-2-morpholino-8-phenylchromenylium chloride). As a reaction SMILES: [O:1]1[CH2:6][CH2:5][N:4]([C:7]2[O:8][C:9]3[C:14]([C:15](=O)[CH:16]=2)=[CH:13][CH:12]=[CH:11][C:10]=3[C:18]2[CH:23]=[CH:22][CH:21]=[CH:20][CH:19]=2)[CH2:3][CH2:2]1.COC(Cl)[Cl:27]>>[Cl-:27].[Cl:27][C:15]1[C:14]2[C:9](=[C:10]([C:18]3[CH:23]=[CH:22][CH:21]=[CH:20][CH:19]=3)[CH:11]=[CH:12][CH:13]=2)[O+:8]=[C:7]([N:4]2[CH2:5][CH2:6][O:1][CH2:2][CH2:3]2)[CH:16]=1 |f:2.3|. Procedure details: A solution of 2-morpholino-8-phenyl-4H-chromen-4-one (LY294002) (1.50 g, 4.93 mmol) and dichloromethyl methyl ether (15 mL) was stirred and heated to 80° C. for 2 hours under argon. The mixture was cooled to room temperature, and then concentrated in vacuo to give 4-chloro-2-morpholino-8-phenylchromenylium chloride (78) (2.06 g, 5.73 mmol).